From a dataset of the Open Reaction Database (ORD), a public repository of structured organic reaction records. describe an organic reaction: reactants, conditions, products, and yield Reactants: C(=O)(O)[O-].[Na+] (NaHCO3), C[C@@]1([C@@H](O[C@@H]([C@H]1O)CO)N1C(=O)N=C(N)C=C1)O (2′-C-Methylcytidine), C[Si](C)(C)Cl (TMSCl), [NH4+].[F-] (NH4F), COC1=CC=C(C=C1)C(C2=CC=CC=C2)(C3=CC=CC=C3)Cl (mMTrCl). The reagents and catalysts are CN(C)C=1C=CN=CC1 (DMAP). Run in N1=CC=CC=C1 (pyridine). Run at temperature 0 celsius, time 4 hour. Yields the product O[C@]1([C@@H](O[C@@H]([C@H]1O)CO)N1C(N=C(C=C1)NC(C1=CC=CC=C1)(C1=CC=CC=C1)C1=CC=C(C=C1)OC)=O)C (1-[(2R,3R,4R,5R)-3,4-dihydroxy-5-(hydroxymethyl)-3-methyl-tetrahydrofuran-2-yl]-4-[[(4-methoxyphenyl)-diphenyl-methyl]amino]pyrimidin-2-one). Isolated yield 89.0%. Reaction SMILES: [CH3:1][C@@:2]1([OH:18])[C@H:6]([OH:7])[C@@H:5]([CH2:8][OH:9])[O:4][C@H:3]1[N:10]1[CH:17]=[CH:16][C:14]([NH2:15])=[N:13][C:11]1=[O:12].C[Si](Cl)(C)C.[CH3:24][O:25][C:26]1[CH:31]=[CH:30][C:29]([C:32](Cl)([C:39]2[CH:44]=[CH:43][CH:42]=[CH:41][CH:40]=2)[C:33]2[CH:38]=[CH:37][CH:36]=[CH:35][CH:34]=2)=[CH:28][CH:27]=1.C([O-])(O)=O.[Na+].[NH4+].[F-]>N1C=CC=CC=1.CN(C1C=CN=CC=1)C>[OH:18][C@:2]1([CH3:1])[C@H:6]([OH:7])[C@@H:5]([CH2:8][OH:9])[O:4][C@H:3]1[N:10]1[CH:17]=[CH:16][C:14]([NH:15][C:32]([C:29]2[CH:28]=[CH:27][C:26]([O:25][CH3:24])=[CH:31][CH:30]=2)([C:39]2[CH:44]=[CH:43][CH:42]=[CH:41][CH:40]=2)[C:33]2[CH:34]=[CH:35][CH:36]=[CH:37][CH:38]=2)=[N:13][C:11]1=[O:12] |f:3.4,5.6|. Reported procedure: 2′-C-Methylcytidine (38.9 mmol) was dissolved in pyridine (270 mL) and the reaction mixture was cooled down to 0° C. TMSCl (233.4 mmol) was added and the mixture was stirred at room temperature during 4 hours. DMAP (38.9 mmol) and mMTrCl (77.25 mmol) were added and the reaction mixture was stirred at 50° C. during 2 days. The reaction was cooled down to room temperature and a saturated solution of NaHCO3 was added slowly. The mixture was extracted with CH2Cl2 and the organic layer was dried over... Reactants: ClC1=CC=C(C(=O)[C@@H]2[C@@H](C2)C(=O)O)C=C1 (cis-2-(p-chlorobenzoyl)-cyclopropanecarboxylic acid), O.NN (hydrazine hydrate). Run in C(C)O (ethanol). Yields the product ClC1=CC=C(C=C1)C=1C2CC2C(NN1)=O (2-(p-chlorophenyl)-3,4-diaza-bicyclo[4.1.0]hept-2-en-5-one). Yield: 79.8%. RXN SMILES: [Cl:1][C:2]1[CH:15]=[CH:14][C:5]([C:6]([C@H:8]2[CH2:10][C@H:9]2[C:11](O)=[O:12])=O)=[CH:4][CH:3]=1.O.[NH2:17][NH2:18]>C(O)C>[Cl:1][C:2]1[CH:15]=[CH:14][C:5]([C:6]2[CH:8]3[CH:9]([C:11](=[O:12])[NH:17][N:18]=2)[CH2:10]3)=[CH:4][CH:3]=1 |f:1.2|. Procedure details: 6.0 g (26.7 millimoles) of cis-2-(p-chlorobenzoyl)-cyclopropanecarboxylic acid, 1.47 g (29.4 millimoles) of hydrazine hydrate and 150 ml of ethanol are refluxed for 6 hours. The mixture is concentrated to about 20 ml and the product is filtered off at 0° C. and recrystallized from methanol. 4.7 g (80% of theory) of 2-(p-chlorophenyl)-3,4-diaza-bicyclo[4.1.0]hept-2-en-5-one are obtained as colorless crystals, of melting point 199°-200° C. Reactants: CO, C[O-], Cl, O=[N+]([O-])c1ccccc1S(=O)(=O)NC(c1ccccc1)c1ccccc1, [Na+], C1CCOC1, O. The product is NC(c1ccccc1)c1ccccc1. Reaction SMILES: [CH3:1][OH:2].[CH3:3][O-:4].[ClH:33].[N+:6]([c:7]1[cH:8][cH:9][cH:10][cH:11][c:12]1[S:13](=[O:14])(=[O:15])[NH:18][CH:19]([c:20]1[cH:21][cH:22][cH:23][cH:24][cH:25]1)[c:26]1[cH:27][cH:28][cH:29][cH:30][cH:31]1)([O-:16])=[O:17].[Na+:5].[O:34]1[CH2:35][CH2:36][CH2:37][CH2:38]1.[OH2:32]>>[NH2:18][CH:19]([c:20]1[cH:21][cH:22][cH:23][cH:24][cH:25]1)[c:26]1[cH:27][cH:28][cH:29][cH:30][cH:31]1. The reactants are CC(=O)Nc1ccc(Br)c2c1CCCC2, N#C[Cu], CN(C)C=O. Product: CC(=O)Nc1ccc(C#N)c2c1CCCC2. RXN SMILES: [Br:1][c:2]1[cH:3][cH:4][c:5]([NH:12][C:13]([CH3:14])=[O:15])[c:6]2[c:11]1[CH2:10][CH2:9][CH2:8][CH2:7]2.[Cu:16][C:17]#[N:18].[O:19]=[CH:20][N:21]([CH3:22])[CH3:23]>>[c:2]1([C:17]#[N:18])[cH:3][cH:4][c:5]([NH:12][C:13]([CH3:14])=[O:15])[c:6]2[c:11]1[CH2:10][CH2:9][CH2:8][CH2:7]2. Reactants: CCOCC, CC#N, OC1CCCC(O)C1, [F-], N#Cc1ccc(F)cc1Cl, [K+]. Product: N#Cc1ccc(OC2CCCC(O)C2)cc1Cl. RXN SMILES: [CH3:24][CH2:25][O:26][CH2:27][CH3:28].[CH3:9][C:10]#[N:11].[CH:1]1([OH:8])[CH2:2][CH:3]([OH:7])[CH2:4][CH2:5][CH2:6]1.[F-:12].[F:14][c:15]1[cH:16][c:17]([Cl:23])[c:18]([C:19]#[N:20])[cH:21][cH:22]1.[K+:13]>>[CH:1]1([OH:8])[CH2:2][CH:3]([O:7][c:15]2[cH:16][c:17]([Cl:23])[c:18]([C:19]#[N:20])[cH:21][cH:22]2)[CH2:4][CH2:5][CH2:6]1. Starting materials: aldehydes, C(C)(C)(C(C)C)B.C1CCOC1 (thexylborane THF), C(C=CC1=CC=CC=C1)=O (Cinnamaldehyde), ketones, alcohol. Yields the product C(C=CC1=CC=CC=C1)O (cinnamyl alcohol). Isolated yield 70.0%. Reaction SMILES: C(B)(C(C)C)(C)C.C1COCC1.[CH:13](=[O:22])[CH:14]=[CH:15][C:16]1[CH:21]=[CH:20][CH:19]=[CH:18][CH:17]=1>>[CH2:13]([OH:22])[CH:14]=[CH:15][C:16]1[CH:21]=[CH:20][CH:19]=[CH:18][CH:17]=1 |f:0.1|. Procedure: The reduction of aldehydes and ketones with TBDA to the corresponding alcohol proceeds at rates comparable to those of thexylborane-THF. Cinnamaldehyde may be completely reduced by excess TBDA, but treatment with 1 molar equivalent at 0° C. for 15 minutes produces cinnamyl alcohol (70% yield) as the sole product. Similarly, only the aldehyde group of campholenic aldehyde is reduced to give the corresponding alcohol in 80% isolated yield. The reactants are CC(C)O, Clc1nc2ccccc2s1, Nc1ccc(Oc2ncncc2C2CCOCC2)cc1. Yields the product c1ccc2sc(Nc3ccc(Oc4ncncc4C4CCOCC4)cc3)nc2c1. As a reaction SMILES: [CH:31]([OH:32])([CH3:33])[CH3:34].[Cl:1][c:2]1[s:3][c:4]2[c:5]([n:6]1)[cH:7][cH:8][cH:9][cH:10]2.[O:11]1[CH2:12][CH2:13][CH:14]([c:17]2[c:18]([O:23][c:24]3[cH:25][cH:26][c:27]([NH2:28])[cH:29][cH:30]3)[n:19][cH:20][n:21][cH:22]2)[CH2:15][CH2:16]1>>[c:2]1([NH:28][c:27]2[cH:26][cH:25][c:24]([O:23][c:18]3[c:17]([CH:14]4[CH2:13][CH2:12][O:11][CH2:16][CH2:15]4)[cH:22][n:21][cH:20][n:19]3)[cH:30][cH:29]2)[s:3][c:4]2[c:5]([n:6]1)[cH:7][cH:8][cH:9][cH:10]2. Reactants: BrC1=CC(=C(C=C1)N)F (4-bromo-2-fluorophenylamine), [Li+].C[Si](C)(C)[N-][Si](C)(C)C (LiHMDS), ClC1=C(N=NC(=C1)Cl)C(=O)O (4,6-dichloropyridazine-3-carboxylic acid). The solvent is C1CCOC1 (THF), C1CCOC1 (THF). Reaction conditions: temperature -78 celsius, time 1 hour. Product: BrC1=CC(=C(C=C1)NC1=C(N=NC(=C1)Cl)C(=O)O)F (4-(4-Bromo-2-fluoro-phenylamino)-6-chloro-pyridazine-3-carboxylic acid). As a reaction SMILES: [Br:1][C:2]1[CH:7]=[CH:6][C:5]([NH2:8])=[C:4]([F:9])[CH:3]=1.[Li+].C[Si]([N-][Si](C)(C)C)(C)C.Cl[C:21]1[CH:26]=[C:25]([Cl:27])[N:24]=[N:23][C:22]=1[C:28]([OH:30])=[O:29]>C1COCC1>[Br:1][C:2]1[CH:7]=[CH:6][C:5]([NH:8][C:21]2[CH:26]=[C:25]([Cl:27])[N:24]=[N:23][C:22]=2[C:28]([OH:30])=[O:29])=[C:4]([F:9])[CH:3]=1 |f:1.2|. Procedure: To the stirred solution of 4-bromo-2-fluorophenylamine (3.15 g, 16.58 mmol) in THF (50 ml) under argon at −78° C. is added dropwise LiHMDS (24.9 ml, 24.9 mmol, 1.0 M in hexane). After stirring for one hour at −78° C., a solution of 4,6-dichloropyridazine-3-carboxylic acid (1.6 g, 8.29 mmol) in THF (10 ml) is added dropwise. The resulting mixture is allowed to warm to room temperature slowly and was stirred continuously for 18 hours. The reaction is quenched by addition of 5 ml of water, diluted ... Reactants: O=O (oxygen), [O-][Si](=O)[O-].[K+].[K+] (potassium metasilicate), [O-][Si](=O)[O-].[K+].[K+] (potassium metasilicate), S(=O)(=O)(O)[O-].[K+] (potassium hydrogen sulfate). Run at time 2 minute. Reported procedure: About equal parts by weight of a dry potassium metasilicate containing less than 6 mols of water per mol of potassium metasilicate and potassium hydrogen sulfate are mixed. The mixture is agitated at ambient pressure and the chemical reaction causes oxygen to evolve in 1 to 3 minutes; considerable heat is produced, and the chemical reaction is complete in 1 to 2 hours, thereby producing white granules of a silicic acid compound and potassium sulfate. The mixture is washed with water and filtered... As a reaction SMILES: [O-:1][Si:2]([O-:4])=[O:3].[K+:5].[K+].[S:7]([O-:11])([OH:10])(=[O:9])=[O:8].[K+].O=O>O>[Si:2]([OH:8])([OH:4])([OH:1])[OH:3].[S:7]([O-:11])([O-:10])(=[O:9])=[O:8].[K+:5].[K+:5] |f:0.1.2,3.4,8.9.10|. The solvent is O (water). Product: [Si](O)(O)(O)O (silicic acid), S(=O)(=O)([O-])[O-].[K+].[K+] (potassium sulfate). Reactants: CN(CCNC1=NC=CC=C1N)C (N-[2-(dimethylamino)ethyl]pyridine-2,3-diamine), C(=O)(N1C=NC=C1)N1C=NC=C1 (carbonyldiimidazole). Run in CN(C)C=O (DMF). Reaction conditions: temperature 77.5 celsius, time 24 hour. Product: CN(CCN1C(NC=2C1=NC=CC2)=O)C (3-(2-dimethylaminoethyl)-1,3-dihydro-2H-imidazo[4,5-b]pyridin-2-one). RXN SMILES: [CH3:1][N:2]([CH3:13])[CH2:3][CH2:4][NH:5][C:6]1[C:11]([NH2:12])=[CH:10][CH:9]=[CH:8][N:7]=1.[C:14](N1C=CN=C1)(N1C=CN=C1)=[O:15]>CN(C=O)C>[CH3:1][N:2]([CH3:13])[CH2:3][CH2:4][N:5]1[C:6]2=[N:7][CH:8]=[CH:9][CH:10]=[C:11]2[NH:12][C:14]1=[O:15]. Procedure details: A solution of N-[2-(dimethylamino)ethyl]pyridine-2,3-diamine (1.49 g, 8.3 mmol) in DMF is treated with carbonyldiimidazole (CDI) (2.01 g, 12.4 g) under nitrogen, stirred at 75-80° C. for 24 h, cooled to room temperature and concentrated in vacuo. The resultant residue is chromatographed, eluting with 10:90 conc. NH4OH:ethanol to afford a solid which is triturated with ethanol:ethyl acetate to afford the title compound as a tan solid, 0.387 g, mp 141-142° C., identified by NMR and mass spectral a...